Dataset: the Open Reaction Database (ORD), a public repository of structured organic reaction records. Task: describe an organic reaction: reactants, conditions, products, and yield Starting materials: ClC(F)F (chlorodifluoromethane), C(CCC)P(CCCC)CCCC (tributylphosphine), ClC1=CC=C(C=C1)C1=C(C=C(N1)C(=O)OCC)SC#N (ethyl 5-(p-chlorophenyl)-4-thiocyanatopyrrole-2-carboxylate), [BH4-].[Na+] (sodium borohydride), C(CCC)P(CCCC)CCCC (tributylphosphine), [OH-].[K+] (potassium hydroxide), ClC(F)F (chlorodifluoromethane). The solvent is [Cl-].[Na+].O (brine), CC(C)O (2-propanol), CC(C)O (2-propanol). Conditions: temperature 70 celsius, time 30 minute. The product is ethyl acetate hexanes, ClC1=CC=C(C=C1)C1=C(C=C(N1)C(=O)OCC)SC(F)F (Ethyl 5-(p-chlorophenyl)-4-[(difluoromethyl)thio]pyrrole-2-carboxylate). RXN SMILES: [Cl:1][C:2]1[CH:7]=[CH:6][C:5]([C:8]2[NH:12][C:11]([C:13]([O:15][CH2:16][CH3:17])=[O:14])=[CH:10][C:9]=2[S:18]C#N)=[CH:4][CH:3]=1.[BH4-].[Na+].[OH-].[K+].C(P(CCCC)CCCC)CCC.Cl[CH:39]([F:41])[F:40]>CC(O)C.[Cl-].[Na+].O>[Cl:1][C:2]1[CH:3]=[CH:4][C:5]([C:8]2[NH:12][C:11]([C:13]([O:15][CH2:16][CH3:17])=[O:14])=[CH:10][C:9]=2[S:18][CH:39]([F:41])[F:40])=[CH:6][CH:7]=1 |f:1.2,3.4,8.9.10|. Procedure: A solution of ethyl 5-(p-chlorophenyl)-4-thiocyanatopyrrole-2-carboxylate (76.7 mg, 0.25 mmol) in 2-propanol is treated with sodium borohydride (11.0 mg, 0.29 mmol) under nitrogen, heated to 70° C. for ten minutes, cooled to room temperature, treated with a solution of potassium hydroxide (16.8 mg, 0.30 mmol) in 2-propanol, treated with tributylphosphine (81.2 mg, 0.4 mmol), heated to 65°-70° C. and treated with excess chlorodifluoromethane for one hour. Additional tributylphosphine (81.2 mg, 0.... The reactants are COC1=CC2=CC=C(C=C2C=C1)C1=CC(=CC=C1)OC (2-methoxy-6-(3-methoxyphenyl)-naphthalene), B(Br)(Br)Br (boron tribromide). Yields the product OC=1C=C(C=CC1)C=1C=C2C=CC(=CC2=CC1)O (6-(3-Hydroxyphenyl)-2-naphthol). The yield is 52.0%. As a reaction SMILES: C[O:2][C:3]1[CH:12]=[CH:11][C:10]2[C:5](=[CH:6][CH:7]=[C:8]([C:13]3[CH:18]=[CH:17][CH:16]=[C:15]([O:19]C)[CH:14]=3)[CH:9]=2)[CH:4]=1.B(Br)(Br)Br>>[OH:19][C:15]1[CH:14]=[C:13]([C:8]2[CH:9]=[C:10]3[C:5](=[CH:6][CH:7]=2)[CH:4]=[C:3]([OH:2])[CH:12]=[CH:11]3)[CH:18]=[CH:17][CH:16]=1. Procedure details: The compound is prepared by reaction of 2-methoxy-6-(3-methoxyphenyl)-naphthalene (51 mg, 0.19 mmol, 1 eq) with boron tribromide (0.6 ml, 0.60 mmol, 3 eq) according to method G. Purification by column chromatography with dichloromethane/methanol 98/2 as the eluent yields the desired product in a yield of 52%, 23 mg. The reactants are ice, C(C1=CC=CC=C1)N1C=CC2=C1C(N(C(=C2C2=CC=C(C=C2)C)C(C(=O)O)OC(C)(C)C)C)=O (2-(1-benzyl-6-methyl-7-oxo-4-(p-tolyl)-6,7-dihydro-1H-pyrrolo[2,3-c]pyridin-5-yl)-2-(tert-butoxy)acetic acid), [Li+].CC(C)[N-]C(C)C (LDA), solution, CCCCCCC.O1CCCC1.C(C)C1=CC=CC=C1 (heptane THF ethylbenzene), [Li+].CC(C)[N-]C(C)C (LDA). Solvent: O1CCCC1 (Tetrahydrofuran). Run at temperature 0 celsius, time 20 minute. Yields the product C(C)(C)(C)OC(C(=O)O)C1=C(C2=C(C(N1C)=O)NC=C2)C2=CC=C(C=C2)C (2-(tert-butoxy)-2-(6-methyl-7-oxo-4-(p-tolyl)-6,7-dihydro-1H-pyrrolo[2,3-c]pyridin-5-yl)acetic acid). Reaction SMILES: C([N:8]1[C:12]2[C:13](=[O:34])[N:14]([CH3:33])[C:15]([CH:24]([O:28][C:29]([CH3:32])([CH3:31])[CH3:30])[C:25]([OH:27])=[O:26])=[C:16]([C:17]3[CH:22]=[CH:21][C:20]([CH3:23])=[CH:19][CH:18]=3)[C:11]=2[CH:10]=[CH:9]1)C1C=CC=CC=1.[Li+].CC([N-]C(C)C)C.CCCCCCC.O1CCCC1.C(C1C=CC=CC=1)C>O1CCCC1>[C:29]([O:28][CH:24]([C:15]1[N:14]([CH3:33])[C:13](=[O:34])[C:12]2[NH:8][CH:9]=[CH:10][C:11]=2[C:16]=1[C:17]1[CH:18]=[CH:19][C:20]([CH3:23])=[CH:21][CH:22]=1)[C:25]([OH:27])=[O:26])([CH3:32])([CH3:31])[CH3:30] |f:1.2,3.4.5|. Reported procedure: An ice cold mixture of 2-(1-benzyl-6-methyl-7-oxo-4-(p-tolyl)-6,7-dihydro-1H-pyrrolo[2,3-c]pyridin-5-yl)-2-(tert-butoxy)acetic acid (200 mg, 0.423 mmol) in Tetrahydrofuran (THF) (2.0 mL) was treated with dropwise addition of LDA, 2M solution in heptane/THF/ethylbenzene (0.423 mL, 0.846 mmol) and then allowed to stir at 0° C. for 20 minutes. Additional LDA (0.212 mL, 0.423 mmol) was added and then stirred an additional 20 minutes. The mixture was quenched by adding 1N HCl, acidified to pH 2 and t... Reactants: CC(=O)c1cc([N+](=O)[O-])c(O)c(C(C)(C)C)c1, CCOC(C)=O, C, CCCCCC, CCOC(C)=O, [Pd]. Product: CC(=O)c1cc(N)c(O)c(C(C)(C)C)c1. RXN SMILES: [C:1]([CH3:2])([CH3:3])([CH3:4])[c:5]1[cH:6][c:7]([C:15]([CH3:16])=[O:17])[cH:8][c:9]([N+:12]([O-:13])=[O:14])[c:10]1[OH:11].[C:24]([O:25][CH2:26][CH3:27])(=[O:28])[CH3:29].[C:36].[CH3:18][CH2:19][CH2:20][CH2:21][CH2:22][CH3:23].[CH3:30][CH2:31][O:32][C:33](=[O:34])[CH3:35].[Pd:37]>>[C:1]([CH3:2])([CH3:3])([CH3:4])[c:5]1[cH:6][c:7]([C:15]([CH3:16])=[O:17])[cH:8][c:9]([NH2:12])[c:10]1[OH:11]. Starting materials: C1NCCC2=CC=CC=C12 (1,2,3,4-Tetrahydroisoquinoline), C(=O)(Cl)Cl (phosgene). Run in C(Cl)Cl (methylene chloride). Reaction conditions: temperature 0 celsius, time 1 hour. Yields the product C1(NCCC2=CC=CC=C12)C(=O)Cl (1,2,3,4-Tetrahydroisoquinolinylcarbonyl chloride). Isolated yield 79.7%. RXN SMILES: [CH2:1]1[C:10]2[C:5](=[CH:6][CH:7]=[CH:8][CH:9]=2)[CH2:4][CH2:3][NH:2]1.[C:11](Cl)([Cl:13])=[O:12]>C(Cl)Cl>[CH:1]1([C:11]([Cl:13])=[O:12])[C:10]2[C:5](=[CH:6][CH:7]=[CH:8][CH:9]=2)[CH2:4][CH2:3][NH:2]1. Procedure details: 1,2,3,4-Tetrahydroisoquinoline (0.5 g, 3.76 mmol) was added to a cooled mixture of phosgene (5 ml of 20% phosgene in toluene solution, 9.4 mmol) in methylene chloride (5 ml) at 0° C. The mixture was stirred at 0° C. for 1 hour. The reaction mixture was evaporated in vacuo. The residue was suspended in ethyl ether, filtered and the eluents were condensed to give a pale pink oil. Purification by flash column chromatography (silica gel, 0-10% ethyl acetate/hexane) gave 0.586 g of the desired produc... Starting materials: CC(=O)O, CCS(=O)(=O)c1ccc(Sc2cc(Cl)ccc2[N+](=O)[O-])c(Cl)c1, [Fe], [Na+], [OH-]. Product: CCS(=O)(=O)c1ccc(Sc2cc(Cl)ccc2N)c(Cl)c1. RXN SMILES: [CH3:26][C:27](=[O:28])[OH:29].[Cl:1][c:2]1[cH:3][c:4]([S:11][c:12]2[c:13]([Cl:23])[cH:14][c:15]([S:18](=[O:19])(=[O:20])[CH2:21][CH3:22])[cH:16][cH:17]2)[c:5]([N+:8]([O-:9])=[O:10])[cH:6][cH:7]1.[Fe:30].[Na+:25].[OH-:24]>>[Cl:1][c:2]1[cH:3][c:4]([S:11][c:12]2[c:13]([Cl:23])[cH:14][c:15]([S:18](=[O:19])(=[O:20])[CH2:21][CH3:22])[cH:16][cH:17]2)[c:5]([NH2:8])[cH:6][cH:7]1.